Dataset: the Open Reaction Database (ORD), a public repository of structured organic reaction records. Task: describe an organic reaction: reactants, conditions, products, and yield The reactants are C(C)C(CN)CCCC (2-ethylhexylamine), C(N)(OC)=O (methyl carbamate), C1(=CC=CC=C1)C (toluene). Reagents/catalysts: C(CCC)[Sn](CCCC)=O (dibutyl tin oxide). Solvent: CO (Methanol). Conditions: temperature 110 celsius. The product is C(C)C(CNC(=O)N)CCCC (N-(2-ethylhexyl)urea). Isolated yield 91.7%. Reaction SMILES: [CH2:1]([CH:3]([CH2:6][CH2:7][CH2:8][CH3:9])[CH2:4][NH2:5])[CH3:2].[C:10](=O)([O:12]C)[NH2:11].C1(C)C=CC=CC=1>C([Sn](=O)CCCC)CCC.CO>[CH2:1]([CH:3]([CH2:6][CH2:7][CH2:8][CH3:9])[CH2:4][NH:5][C:10]([NH2:11])=[O:12])[CH3:2]. Reported procedure: Into a 300 ml reaction vessel equipped with a distillation apparatus were introduced 50 g of 2-ethylhexylamine, 29 g of methyl carbamate and 100 ml of toluene, and to the mixture was added 0.1 g of dibutyl tin oxide as a catalyst and heated with stirring. Methanol formed during the reaction was removed, when the reflux temperature was raised to 110° C., i.e., the boiling point of toluene, the distillation apparatus was taken off and instead a reflux condenser was attached and the mixture was ref... The reactants are crude product, [BH4-].[Na+] (sodium boro hydride), CC1=CC=C(C=C1)S(=O)(=O)N1CCC(CC1)C1=CC2=C(CCCCC2=O)C=C1 (3-[1-(4-methylphenylsulfonyl)piperidin-4-yl]-6,7,8,9-tetrahydro-5H-benzocyclohepten-5-one), C[O-].[Na+] (sodium methoxide), C(OC)(OC)=O (dimethyl carbonate), [BH4-].[Na+] (sodium boro hydride), Cl (hydrochloric acid). The solvent is C1CCOC1 (THF), CO (methanol), O (water), CO (methanol), CC(=O)C (acetone). Run at time 1 hour. Yields the product CC1=CC=C(C=C1)S(=O)(=O)N1CCC(CC1)C1=CC=CC=2C=C(CCCC21)C(=O)OC (methyl 4-[1-(4-methylphenylsulfonyl)piperidin-4-yl]-6,7-dihydro-5H-benzocycloheptene-8-carboxylate). Reaction SMILES: [CH3:1][C:2]1[CH:7]=[CH:6][C:5]([S:8]([N:11]2[CH2:16][CH2:15][CH:14]([C:17]3[CH:28]=[CH:27][C:20]4[CH2:21][CH2:22][CH2:23][CH2:24][C:25](=O)[C:19]=4[CH:18]=3)[CH2:13][CH2:12]2)(=[O:10])=[O:9])=[CH:4][CH:3]=1.C[O-].[Na+].Cl.[BH4-].[Na+].[C:35](=O)([O:38]C)[O:36][CH3:37]>C1COCC1.CO.O.CC(C)=O>[CH3:1][C:2]1[CH:7]=[CH:6][C:5]([S:8]([N:11]2[CH2:16][CH2:15][CH:14]([C:17]3[C:23]4[CH2:22][CH2:21][CH2:20][C:27]([C:35]([O:36][CH3:37])=[O:38])=[CH:28][C:24]=4[CH:25]=[CH:19][CH:18]=3)[CH2:13][CH2:12]2)(=[O:9])=[O:10])=[CH:4][CH:3]=1 |f:1.2,4.5|. Reported procedure: To a solution of 3-[1-(4-methylphenylsulfonyl)piperidin-4-yl]-6,7,8,9-tetrahydro-5H-benzocyclohepten-5-one (3.25 g) in dimethyl carbonate (50 ml) was added at room temperature sodium methoxide (2.21 g), and the mixture was refluxed for 4.5 hours and cooled to room temperature. To the mixture was added 1N hydrochloric acid (100 ml), and the mixture was extracted with ethyl acetate. The organic layer was washed with saturated brine and dried with magnesium sulfate. Under reduced pressure, the mixt... Starting materials: CN(CCC(C=1SC=CC1)O)C (N,N-dimethyl-3-hydroxy-3-(2-thienyl)propanamine), C(C)(=O)C=1SC=CC1 (2-acetylthiophene), Cl.CNC (dimethylamine hydrochloride), C=O (paraformaldehyde), Cl (hydrochloric acid). Run in C(C)(C)O (isopropanol). Yields the product S1C(=CC=C1)C(=O)CCN(C)C ((2-thienyl)(2-dimethylaminoethyl)ketone). As a reaction SMILES: [CH3:1][N:2]([CH3:12])[CH2:3][CH2:4][CH:5]([OH:11])[C:6]1[S:7][CH:8]=[CH:9][CH:10]=1.C(C1SC=CC=1)(=O)C.Cl.CNC.C=O.Cl>C(O)(C)C>[S:7]1[CH:8]=[CH:9][CH:10]=[C:6]1[C:5]([CH2:4][CH2:3][N:2]([CH3:1])[CH3:12])=[O:11] |f:2.3|. Procedure: One example of a known method for producing N,N-dimethyl-3-hydroxy-3-(2-thienyl)propanamine uses the reaction between 2-acetylthiophene and dimethylamine hydrochloride in isopropanol in the presence of paraformaldehyde and hydrochloric acid to obtain (2-thienyl)(2-dimethylaminoethyl)ketone, and the (2-thienyl)(2-dimethylaminoethyl)ketone is reduced using sodium borohydride in ethanol (JP 7-188065 A). If N-monoalkyl-3-hydroxy-3-(2-thienyl)propanamine is produced in the same method as described ab... Reactants: Cl (hydrochloric acid), CC=1N=C(SC1C=O)C1=CC=C(C=C1)C(F)(F)F (4-Methyl-2-(4-trifluoromethyl-phenyl)-thiazole-5-carbaldehyde), BrC(C1=CC=C(C=C1)C(F)F)(F)F (4-(bromodifluoromethyl)-1-(difluoromethyl)benzene), BrC(C1=CC=C(C=C1)C(F)F)(F)F (4-(bromodifluoromethyl)-1-(difluoromethyl)benzene), [In] (Indium). Run in CN(C=O)C (dimethylformamide). Product: FC(C1=CC=C(C=C1)C(C(O)C1=C(N=C(S1)C1=CC=C(C=C1)C(F)(F)F)C)(F)F)F (2-(4-Difluoromethyl-phenyl)-2,2-difluoro-1-[4-methyl-2-(4-trifluoromethyl-phenyl)-thiazol-5-yl]-ethanol). The yield is 37.4%. As a reaction SMILES: [CH3:1][C:2]1[N:3]=[C:4]([C:9]2[CH:14]=[CH:13][C:12]([C:15]([F:18])([F:17])[F:16])=[CH:11][CH:10]=2)[S:5][C:6]=1[CH:7]=[O:8].Br[C:20]([F:31])([F:30])[C:21]1[CH:26]=[CH:25][C:24]([CH:27]([F:29])[F:28])=[CH:23][CH:22]=1.[In].Cl>CN(C)C=O>[F:28][CH:27]([F:29])[C:24]1[CH:23]=[CH:22][C:21]([C:20]([F:31])([F:30])[CH:7]([C:6]2[S:5][C:4]([C:9]3[CH:10]=[CH:11][C:12]([C:15]([F:18])([F:16])[F:17])=[CH:13][CH:14]=3)=[N:3][C:2]=2[CH3:1])[OH:8])=[CH:26][CH:25]=1. Reported procedure: To a solution of 1.0 g 4-Methyl-2-(4-trifluoromethyl-phenyl)-thiazole-5-carbaldehyde and 1.42 g 4-(bromodifluoromethyl)-1-(difluoromethyl)benzene in 10 ml dimethylformamide 508 mg Indium were added and the resulting suspension was stirred in an ultrasonic bath for twelve hours. Then additional 1.42 g 4-(bromodifluoromethyl)-1-(difluoromethyl)benzene and 508 mg Indium were added and the resulting suspension was stirred in an ultrasonic bath for additional twelve hours. Then 20 ml 1 N hydrochloric... The reactants are CC1=CC2=C(C(C3=C(C=C2)C=C(C=C3)C)=O)C=C1 (2,8-Dimethyl-5H-dibenzo[a,d]cyclohepten-5-one), BrN1C(CCC1=O)=O (N-bromosuccinimide), halogen. Solvent: C(C)(=O)OCC (ethyl acetate). The product is BrCC1=CC2=C(C(C3=C(C=C2)C=C(C=C3)C)=O)C=C1 (2-Bromomethyl-8-methyl-5H-dibenzo[a,d]cyclohepten-5-one). Reaction SMILES: [CH3:1][C:2]1[CH:18]=[CH:17][C:5]2[C:6](=[O:16])[C:7]3[CH:14]=[CH:13][C:12]([CH3:15])=[CH:11][C:8]=3[CH:9]=[CH:10][C:4]=2[CH:3]=1.[Br:19]N1C(=O)CCC1=O>C(OCC)(=O)C>[Br:19][CH2:1][C:2]1[CH:18]=[CH:17][C:5]2[C:6](=[O:16])[C:7]3[CH:14]=[CH:13][C:12]([CH3:15])=[CH:11][C:8]=3[CH:9]=[CH:10][C:4]=2[CH:3]=1. Reported procedure: The product of step (i) (2.0 g) and N-bromosuccinimide (1.52 g) in ethyl acetate (80ml) was irradiated with a 500 W halogen lamp for 4 hours. The reaction mixture was washed with brine, dried (MgSO4) and evaporated under reduced pressure. Purification was by chromatography eluting with toluene. Used directly in the next step. The reactants are CC(C(=O)O[C@H]1C[C@@H](O[C@@H]1COC(C(C)C)=O)N1C=CC2=C1N=C(N=C2OC)NC=O)C (7-[2-Deoxy-3,5-di-O-(2-methylpropionyl)-β-D-erythropentofuranosyl]-4-methoxy-2-[(formyl) amino] -7H-pyrrolo [2, 3-d]-pyrimidine), BrN1C(CCC1=O)=O (N-bromosuccinimide), O (water), C(Cl)Cl (methylene chloride). Reagents/catalysts: C(=O)(O)[O-].[Na+] (NaHCO3). The solvent is CN(C=O)C (dimethylformamide). Yields the product BrC1=CN(C=2N=C(N=C(C21)OC)NC=O)[C@H]2C[C@H](OC(C(C)C)=O)[C@H](O2)COC(C(C)C)=O (5-Bromo-7-[2-deoxy-3,5-di-O-(2-methylpropionyl)-β-D-erythropentofuranosyl]-4-methoxy-2-[(formyl)amino]-7H-pyrrolo[2,3-d]pyrimidine). Isolated yield 75.0%. Reaction SMILES: [CH3:1][CH:2]([CH3:32])[C:3]([O:5][C@@H:6]1[C@@H:10]([CH2:11][O:12][C:13](=[O:17])[CH:14]([CH3:16])[CH3:15])[O:9][C@@H:8]([N:18]2[C:22]3[N:23]=[C:24]([NH:29][CH:30]=[O:31])[N:25]=[C:26]([O:27][CH3:28])[C:21]=3[CH:20]=[CH:19]2)[CH2:7]1)=[O:4].[Br:33]N1C(=O)CCC1=O.C(Cl)Cl.O>CN(C)C=O.C([O-])(O)=O.[Na+]>[Br:33][C:20]1[C:21]2[C:26]([O:27][CH3:28])=[N:25][C:24]([NH:29][CH:30]=[O:31])=[N:23][C:22]=2[N:18]([C@@H:8]2[O:9][C@H:10]([CH2:11][O:12][C:13](=[O:17])[CH:14]([CH3:15])[CH3:16])[C@@H:6]([O:5][C:3](=[O:4])[CH:2]([CH3:32])[CH3:1])[CH2:7]2)[CH:19]=1 |f:5.6|. Procedure details: A solution of compound 18 (10.1 mmol) in dimethylformamide was stirred, at room temperature for 1 hour, together with N-bromosuccinimide (10.1 mmol). A few drops of 5% aqueous NaHCO3 are added to the solution, in order to buffer it, and methylene chloride is then added. The organic phase is shaken with water, separated, dried over sodium sulfate and evaporated. Chromatography of the residue on a silica gel column in the eluent dichloromethane/acetone (95:5) results in two zones. The evaporation ... Reactants: O=C(CBr)c1ccccc1, CCO, O=C(CCl)c1ccccc1, CN(C)C=O, O. The product is O=C(CO)c1ccccc1. RXN SMILES: [Br:11][CH2:12][C:13](=[O:14])[c:15]1[cH:16][cH:17][cH:18][cH:19][cH:20]1.[CH3:27][CH2:28][OH:29].[Cl:1][CH2:2][C:3](=[O:4])[c:5]1[cH:6][cH:7][cH:8][cH:9][cH:10]1.[O:21]=[CH:22][N:23]([CH3:24])[CH3:25].[OH2:26]>>[CH2:2]([C:3](=[O:4])[c:5]1[cH:6][cH:7][cH:8][cH:9][cH:10]1)[OH:14].